This data is from the Open Reaction Database (ORD), a public repository of structured organic reaction records. The task is: describe an organic reaction: reactants, conditions, products, and yield The reactants are C(C=1C(O)=CC=CC1)=O (Salicylaldehyde), [N+](=O)(O)[O-] (nitric acid). Run in C(C)(=O)O (acetic acid). Product: [N+](=O)([O-])C1=C(C(C=O)=CC=C1)O (3-NITROSALICYLAIDEHYDE). Reaction SMILES: [CH:1](=[O:9])[C:2]1[C:3](=[CH:5][CH:6]=[CH:7][CH:8]=1)[OH:4].[N+:10]([O-])([OH:12])=[O:11]>C(O)(=O)C>[N+:10]([C:5]1[CH:6]=[CH:7][CH:8]=[C:2]([CH:1]=[O:9])[C:3]=1[OH:4])([O-:12])=[O:11]. Procedure details: Salicylaldehyde (10 grams) is dissolved in acetic acid (50 grams) and nitrated with 10 ml. of red fuming nitric acid at 40°-45° C. The mixture is poured over ice and filtered. The solid product is a mixture of 3- and 5- nitrosalicylaldehyde. The isomers are separated by fractional recrystallization in acetic acid or by fractional recrystallization of their sodium salts in warm water, the 5-nitro isomer being less soluble in water than the 3-nitro isomer. The reactants are ClP(=O)(Cl)N=C=O (dichlorophosphinyl isocyanate), O1C(=CC=C1)/C(/C(=O)N[C@H]1[C@@H]2N(C(=C(CS2)CO)C(=O)O)C1=O)=N/OC ((6R,7R)-7-[Z-2-(fur-2-yl)-2-methoxyiminoacetamido]-3hydroxymethylceph-3-em-4-carboxylic acid). Solvent: CC(=O)C (acetone). Run at time 8 hour. Product: CO/N=C(/C1=CC=CO1)\C(=O)N[C@H]2[C@@H]3N(C2=O)C(=C(CS3)COC(=O)N)C(=O)O (Cefuroxime). Yield: 56.7%. As a reaction SMILES: ClP([N:5]=[C:6]=[O:7])(Cl)=O.[O:8]1[CH:12]=[CH:11][CH:10]=[C:9]1/[C:13](=[N:31]/[O:32][CH3:33])/[C:14]([NH:16][C@@H:17]1[C:29](=[O:30])[N:19]2[C:20]([C:26]([OH:28])=[O:27])=[C:21]([CH2:24][OH:25])[CH2:22][S:23][C@H:18]12)=[O:15]>CC(C)=O>[CH3:33][O:32]/[N:31]=[C:13](\[C:14]([NH:16][C@@H:17]1[C:29](=[O:30])[N:19]2[C:20]([C:26]([OH:28])=[O:27])=[C:21]([CH2:24][O:25][C:6]([NH2:5])=[O:7])[CH2:22][S:23][C@H:18]12)=[O:15])/[C:9]1[O:8][CH:12]=[CH:11][CH:10]=1. Procedure: The process of Example 3 was repeated, using dichlorophosphinyl isocyanate (1.46 ml) and a solution of (6R,7R)-7-[Z-2-(fur-2-yl)-2-methoxyiminoacetamido]-3hydroxymethylceph-3-em-4-carboxylic acid (3.81 g) in acetone (50 ml) cooled to 4°, but the reaction mixture was heated at 45° for 2 hours and then kept at 20° overnight, to give the title compound (2.40 g, 56.7%); purity by HPLC 95.6% and by TLC 94.5%. The reactants are NC1=C(C=CC=C1)NC1=CC(=C(C(=O)C2=C(C=C(C=C2)OC)Cl)C=C1)Cl (4-(2-aminophenylamino)-2,2′-dichloro-4′-methoxybenzophenone), NC1=C(C=CC=C1)NC1=CC(=C(C(=O)C2=C(C=C(C=C2)OC)Cl)C=C1)Cl (4-(2-aminophenylamino)-2,2′-dichloro-4′-methoxybenzophenone), C(=O)(O)[O-].[Na+] (NaHCO3). Solvent: ClCCl (dichloromethane), ClCCl (dichloromethane). Reaction conditions: time 15 minute. Yields the product NC1=C(C=CC=C1)NC1=CC(=C(C(=O)C2=C(C=C(C=C2)O)Cl)C=C1)Cl (4-(2-Aminophenylamino)-2.2′-dichloro-4′-hydroxybenzophenone). RXN SMILES: [NH2:1][C:2]1[CH:7]=[CH:6][CH:5]=[CH:4][C:3]=1[NH:8][C:9]1[CH:25]=[CH:24][C:12]([C:13]([C:15]2[CH:20]=[CH:19][C:18]([O:21]C)=[CH:17][C:16]=2[Cl:23])=[O:14])=[C:11]([Cl:26])[CH:10]=1.C([O-])(O)=O.[Na+]>ClCCl>[NH2:1][C:2]1[CH:7]=[CH:6][CH:5]=[CH:4][C:3]=1[NH:8][C:9]1[CH:25]=[CH:24][C:12]([C:13]([C:15]2[CH:20]=[CH:19][C:18]([OH:21])=[CH:17][C:16]=2[Cl:23])=[O:14])=[C:11]([Cl:26])[CH:10]=1 |f:1.2|. Reported procedure: A solution of 4-(2-aminophenylamino)-2,2′-dichloro-4′-methoxybenzophenone (Compound 112) (1.00 g, 2.6 mmol) in dichloromethane (40 ml) was cooled to −78° C. under argon. Borontribromide (1.0 ml, 10.4 mmol) in dichloromethane (5 ml) was added dropwise under stirring. After 15 min the reaction mixture was allowed to come to room temperature over 1 h, and then at 45° C. for 16 hours. The reaction mixture was poured into saturated NaHCO3 and then extracted with EtOAc several times. The organic phase...